The task is: describe an organic reaction: reactants, conditions, products, and yield. This data is from the Open Reaction Database (ORD), a public repository of structured organic reaction records. Reactants: C(CO)O (ethylene glycol), C(C1=CC(O)=C(O)C(O)=C1)(=O)O (gallic acid), [Na+].[Cl-] (NaCl). Reagents/catalysts: OS(=O)(=O)O (H2SO4). Solvent: ice water. Reaction conditions: temperature 90 celsius, time 8 hour. The product is OCCOC(C1=CC(=C(C(=C1)O)O)O)=O (3,4,5-Trihydroxybenzoic acid 2-hydroxy-ethyl ester). The yield is 27.7%. As a reaction SMILES: [CH2:1]([OH:4])[CH2:2][OH:3].[C:5](O)(=[O:15])[C:6]1[CH:14]=[C:12]([OH:13])[C:10]([OH:11])=[C:8]([OH:9])[CH:7]=1.[Na+].[Cl-]>OS(O)(=O)=O>[OH:3][CH2:2][CH2:1][O:4][C:5](=[O:15])[C:6]1[CH:14]=[C:12]([OH:13])[C:10]([OH:11])=[C:8]([OH:9])[CH:7]=1 |f:2.3|. Procedure details: A mixture consisting of ethylene glycol (105 g, 1.11 mol), gallic acid (28.5 g, 168 mmol), and concentrated H2SO4 (10 drops) was stirred at 90° C. overnight before mixing with ice water (1500 ml). Upon adding NaCl (100 g), the solution was extracted with ethyl acetate (150 ml×4). The combined organic portion was evaporated to dryness to obtain (m) (9.98 g, 28%). Proton-NMR spectral data (DMSO-d6), δ (ppm): 3.64 (t, HOCH2CH2, 2H), 4.15 (t, ArOCH2CH2, 2H), 6.93 (s, aromatic, 2H) Procedure details: In a manner analogous to that described in Example 1, from [1-(5,6,7,8-tetrahydro-5,5,8,8-tetramethyl-2-naphthyl)propyl]-triphenylphosphonium bromide and 4-ethoxycarbonyl-benzaldehyde there can be obtained p-[(E)-2-(5,6,7,8-tetrahydro-5,5,8,8-tetramethyl-2-naphthyl)-1-butenyl]-benzoic acid ethyl ester of melting point 82°-83° C. The reactants are [Br-].CC1(C=2C=CC(=CC2C(CC1)(C)C)C(CC)[P+](C1=CC=CC=C1)(C1=CC=CC=C1)C1=CC=CC=C1)C ([1-(5,6,7,8-tetrahydro-5,5,8,8-tetramethyl-2-naphthyl)propyl]-triphenylphosphonium bromide), C(C)OC(=O)C1=CC=C(C=O)C=C1 (4-ethoxycarbonyl-benzaldehyde). RXN SMILES: [Br-].[CH3:2][C:3]1([CH3:37])[CH2:12][CH2:11][C:10]([CH3:14])([CH3:13])[C:9]2[CH:8]=[C:7]([CH:15]([P+](C3C=CC=CC=3)(C3C=CC=CC=3)C3C=CC=CC=3)[CH2:16][CH3:17])[CH:6]=[CH:5][C:4]1=2.[CH2:38]([O:40][C:41]([C:43]1[CH:50]=[CH:49][C:46]([CH:47]=O)=[CH:45][CH:44]=1)=[O:42])[CH3:39]>>[CH2:38]([O:40][C:41](=[O:42])[C:43]1[CH:50]=[CH:49][C:46](/[CH:47]=[C:15](/[C:7]2[CH:6]=[CH:5][C:4]3[C:3]([CH3:37])([CH3:2])[CH2:12][CH2:11][C:10]([CH3:13])([CH3:14])[C:9]=3[CH:8]=2)\[CH2:16][CH3:17])=[CH:45][CH:44]=1)[CH3:39] |f:0.1|. Yields the product C(C)OC(C1=CC=C(C=C1)\C=C(/CC)\C1=CC=2C(CCC(C2C=C1)(C)C)(C)C)=O (p-[(E)-2-(5,6,7,8-tetrahydro-5,5,8,8-tetramethyl-2-naphthyl)-1-butenyl]-benzoic acid ethyl ester).